Dataset: the Open Reaction Database (ORD), a public repository of structured organic reaction records. Task: describe an organic reaction: reactants, conditions, products, and yield The reactants are COc1ccc2ncc(F)c(Br)c2n1, O=C([O-])[O-], [Cs+], [Cs+], CC(C)(C)OC(=O)NCCN1CCNCC1, C1COCCO1, O=C(C=Cc1ccccc1)C=Cc1ccccc1, O=C(C=Cc1ccccc1)C=Cc1ccccc1, O=C(C=Cc1ccccc1)C=Cc1ccccc1, [Pd], [Pd]. Yields the product COc1ccc2ncc(F)c(N3CCN(CCNC(=O)OC(C)(C)C)CC3)c2n1. Reaction SMILES: [Br:1][c:2]1[c:3]([F:14])[cH:4][n:5][c:6]2[cH:7][cH:8][c:9]([O:12][CH3:13])[n:10][c:11]12.[C:31](=[O:32])([O-:33])[O-:34].[Cs+:35].[Cs+:36].[N:15]1([CH2:21][CH2:22][NH:23][C:24]([O:25][C:26]([CH3:27])([CH3:28])[CH3:29])=[O:30])[CH2:16][CH2:17][NH:18][CH2:19][CH2:20]1.[O:37]1[CH2:38][CH2:39][O:40][CH2:41][CH2:42]1.[O:45]=[C:46]([CH:47]=[CH:48][c:49]1[cH:50][cH:51][cH:52][cH:53][cH:54]1)[CH:55]=[CH:56][c:57]1[cH:58][cH:59][cH:60][cH:61][cH:62]1.[O:63]=[C:64]([CH:65]=[CH:66][c:67]1[cH:68][cH:69][cH:70][cH:71][cH:72]1)[CH:73]=[CH:74][c:75]1[cH:76][cH:77][cH:78][cH:79][cH:80]1.[O:81]=[C:82]([CH:83]=[CH:84][c:85]1[cH:86][cH:87][cH:88][cH:89][cH:90]1)[CH:91]=[CH:92][c:93]1[cH:94][cH:95][cH:96][cH:97][cH:98]1.[Pd:43].[Pd:44]>>[c:2]1([N:18]2[CH2:17][CH2:16][N:15]([CH2:21][CH2:22][NH:23][C:24]([O:25][C:26]([CH3:27])([CH3:28])[CH3:29])=[O:30])[CH2:20][CH2:19]2)[c:3]([F:14])[cH:4][n:5][c:6]2[cH:7][cH:8][c:9]([O:12][CH3:13])[n:10][c:11]12. The reactants are [OH-].[K+] (potassium hydroxide), C(C)O (ethanol), C(C)(=O)C1=C(N(C2=CC=CC=C12)CCN1CCOCC1)C (3-acetyl-2-methyl-1-[2-(4-morpholinyl)ethyl]-1H-indole), FC1=C(C=O)C=CC=C1 (2-fluorobenzaldehyde). The solvent is C(C)(=O)OCC (ethyl acetate). Product: 10.0, FC1=C(C=CC(=O)C2=C(N(C3=CC=CC=C23)CCN2CCOCC2)C)C=CC=C1 (3-(2-fluorocinnamoyl)-2-methyl-1-[2-(4-morpholinyl)ethyl]-1H-indole). Yield: 54.0%. As a reaction SMILES: [C:1]([C:4]1[C:12]2[C:7](=[CH:8][CH:9]=[CH:10][CH:11]=2)[N:6]([CH2:13][CH2:14][N:15]2[CH2:20][CH2:19][O:18][CH2:17][CH2:16]2)[C:5]=1[CH3:21])(=[O:3])[CH3:2].[F:22][C:23]1[CH:30]=[CH:29][CH:28]=[CH:27][C:24]=1[CH:25]=O.C(O)C.[OH-].[K+]>C(OCC)(=O)C>[F:22][C:23]1[CH:30]=[CH:29][CH:28]=[CH:27][C:24]=1[CH:25]=[CH:2][C:1]([C:4]1[C:12]2[C:7](=[CH:8][CH:9]=[CH:10][CH:11]=2)[N:6]([CH2:13][CH2:14][N:15]2[CH2:20][CH2:19][O:18][CH2:17][CH2:16]2)[C:5]=1[CH3:21])=[O:3] |f:3.4|. Reported procedure: Following a procedure similar to that described in Example 20A above, 14.75 g. (0.0516 mole) of 3-acetyl-2-methyl-1-[2-(4-morpholinyl)ethyl]-1H-indole (Example 20A) was reacted with 2-fluorobenzaldehyde in 260 ml. of ethanol in the presence of 3.44 g. (0.061 mole) of potassium hydroxide pellets and the product, in the form of the free base, recrystallized from ethyl acetate to give 10.0 (54%) of 3-(2-fluorocinnamoyl)-2-methyl-1-[2-(4-morpholinyl)ethyl]-1H-indole. m.p. 113°-116° C. Reactants: CC(C)(C)OC(=O)c1c(NC(=O)OCc2ccccc2)sc2c1CC(CN1Cc3ccccc3C1=O)N(C(=O)OC(C)(C)C)C2, CO. Reaction SMILES: [C:1]([CH3:2])([CH3:3])([CH3:4])[O:5][C:6](=[O:7])[c:8]1[c:9]([NH:35][C:36]([O:37][CH2:38][c:39]2[cH:40][cH:41][cH:42][cH:43][cH:44]2)=[O:45])[s:10][c:11]2[c:16]1[CH2:15][CH:14]([CH2:17][N:18]1[C:19](=[O:27])[c:20]3[cH:21][cH:22][cH:23][cH:24][c:25]3[CH2:26]1)[N:13]([C:28](=[O:29])[O:30][C:31]([CH3:32])([CH3:33])[CH3:34])[CH2:12]2.[CH3:46][OH:47]>>[C:1]([CH3:2])([CH3:3])([CH3:4])[O:5][C:6](=[O:7])[c:8]1[c:9]([NH2:35])[s:10][c:11]2[c:16]1[CH2:15][CH:14]([CH2:17][N:18]1[C:19](=[O:27])[c:20]3[cH:21][cH:22][cH:23][cH:24][c:25]3[CH2:26]1)[N:13]([C:28](=[O:29])[O:30][C:31]([CH3:32])([CH3:33])[CH3:34])[CH2:12]2. Product: CC(C)(C)OC(=O)c1c(N)sc2c1CC(CN1Cc3ccccc3C1=O)N(C(=O)OC(C)(C)C)C2.